Dataset: the Open Reaction Database (ORD), a public repository of structured organic reaction records. Task: describe an organic reaction: reactants, conditions, products, and yield Starting materials: Cc1cc(C(C)(C)C)c(O)c(C(C)(C)C)c1CC(=O)O, Cc1ccccc1, [Na+], [Na+], O=C([O-])[O-], O=S(=O)(O)O. Yields the product Cc1cc(C(C)(C)C)c(O)cc1CC(=O)O. Reaction SMILES: [CH3:1][c:2]1[cH:3][c:4]([C:17]([CH3:18])([CH3:19])[CH3:20])[c:5]([OH:16])[c:6]([C:12]([CH3:13])([CH3:14])[CH3:15])[c:7]1[CH2:8][C:9](=[O:10])[OH:11].[CH3:32][c:33]1[cH:34][cH:35][cH:36][cH:37][cH:38]1.[Na+:26].[Na+:27].[O-:28][C:29](=[O:30])[O-:31].[S:21](=[O:22])(=[O:23])([OH:24])[OH:25]>>[CH3:1][c:2]1[cH:3][c:4]([C:17]([CH3:18])([CH3:19])[CH3:20])[c:5]([OH:16])[cH:6][c:7]1[CH2:8][C:9](=[O:10])[OH:11]. Starting materials: C1CCNC1, CCO, CC(C)c1cc(C=O)cc(C(C)C)c1OCCN1CCOCC1, O=C1Cc2cc(Cl)ccc2N1, Cl. Yields the product CC(C)c1cc(C=C2C(=O)Nc3ccc(Cl)cc32)cc(C(C)C)c1OCCN1CCOCC1. RXN SMILES: [CH2:35]1[CH2:36][NH:37][CH2:38][CH2:39]1.[CH3:41][CH2:42][OH:43].[CH:1]([CH3:2])([CH3:3])[c:4]1[cH:5][c:6]([CH:7]=[O:8])[cH:9][c:10]([CH:21]([CH3:22])[CH3:23])[c:11]1[O:12][CH2:13][CH2:14][N:15]1[CH2:16][CH2:17][O:18][CH2:19][CH2:20]1.[Cl:24][c:25]1[cH:26][c:27]2[c:31]([cH:32][cH:33]1)[NH:30][C:29](=[O:34])[CH2:28]2.[ClH:40]>>[CH:1]([CH3:2])([CH3:3])[c:4]1[cH:5][c:6]([CH:7]=[C:28]2[c:27]3[cH:26][c:25]([Cl:24])[cH:33][cH:32][c:31]3[NH:30][C:29]2=[O:34])[cH:9][c:10]([CH:21]([CH3:22])[CH3:23])[c:11]1[O:12][CH2:13][CH2:14][N:15]1[CH2:16][CH2:17][O:18][CH2:19][CH2:20]1. Starting materials: O=C([O-])O, Cn1nc(-c2ccc(OC(F)(F)F)cc2)cc1CC#N, [Na+], [Na+], [OH-]. Reaction SMILES: [C:23]([O-:24])([OH:25])=[O:26].[CH3:1][n:2]1[n:3][c:4](-[c:10]2[cH:11][cH:12][c:13]([O:16][C:17]([F:18])([F:19])[F:20])[cH:14][cH:15]2)[cH:5][c:6]1[CH2:7][C:8]#[N:9].[Na+:22].[Na+:27].[OH-:21]>>[CH3:1][n:2]1[n:3][c:4](-[c:10]2[cH:11][cH:12][c:13]([O:16][C:17]([F:18])([F:19])[F:20])[cH:14][cH:15]2)[cH:5][c:6]1[CH2:7][C:23]([OH:24])=[O:26]. Product: Cn1nc(-c2ccc(OC(F)(F)F)cc2)cc1CC(=O)O. Starting materials: C1CCOC1, [Li]C, O=C(O)c1cc(-c2ccccc2)c(C(F)(F)F)s1. Product: CC(=O)c1cc(-c2ccccc2)c(C(F)(F)F)s1. Reaction SMILES: [CH2:21]1[O:22][CH2:23][CH2:24][CH2:25]1.[CH3:19][Li:20].[c:1]1(-[c:7]2[cH:8][c:9]([C:16](=[O:17])[OH:18])[s:10][c:11]2[C:12]([F:13])([F:14])[F:15])[cH:2][cH:3][cH:4][cH:5][cH:6]1>>[c:1]1(-[c:7]2[cH:8][c:9]([C:16](=[O:18])[CH3:19])[s:10][c:11]2[C:12]([F:13])([F:14])[F:15])[cH:2][cH:3][cH:4][cH:5][cH:6]1. Starting materials: FC(C(=O)O)(F)F (trifluoroacetic acid), OO (hydrogen peroxide), C(C)(=O)C1=CC=C(C=C1)C=1C=CC2=C(C=C(O2)C(=O)O)C1 (5-(4-acetylphenyl)-2-benzofurancarboxylic acid). The solvent is C(C)(=O)O (acetic acid). Product: C(C)(=O)OC1=CC=C(C=C1)C=1C=CC2=C(C=C(O2)C(=O)O)C1 (5-(4-(acetyloxy)phenyl)-2-benzofurancarboxylic acid). Reaction SMILES: F[C:2](F)(F)[C:3]([OH:5])=[O:4].OO.C([C:13]1[CH:18]=[CH:17][C:16]([C:19]2[CH:20]=[CH:21][C:22]3[O:26][C:25]([C:27]([OH:29])=[O:28])=[CH:24][C:23]=3[CH:30]=2)=[CH:15][CH:14]=1)(=O)C>C(O)(=O)C>[C:3]([O:5][C:13]1[CH:18]=[CH:17][C:16]([C:19]2[CH:20]=[CH:21][C:22]3[O:26][C:25]([C:27]([OH:29])=[O:28])=[CH:24][C:23]=3[CH:30]=2)=[CH:15][CH:14]=1)(=[O:4])[CH3:2]. Reported procedure: 2 ml of trifluoroacetic acid and 92 ml of 30% hydrogen peroxide solution were added to a mixture of 13 g of 10 in 300 ml of acetic acid. The mixture was heated at 70°-75° C. for 10 hours, then was cooled in a refrigerator. The solid that formed was collected and dried. The acetic acid solution was poured into 3.6 liters of ice water. The solid that formed was collected and dried (P2O5). The two solids were combined and dissolved in 150 ml of tetrahydrofuran. The solution was filtered, concentrat... Product: ClC=1C=C2C(CCOC2=CC1OC1=CC=C(C=C1)C(NC=1C=C(C(=CC1)F)C1=CC=C(C=C1)Cl)=O)C(=O)OCC (ethyl 6-chloro-7-(4-(4′-chloro-6-fluorobiphenyl-3-ylcarbamoyl)phenoxy)chroman-4-carboxylate). Isolated yield 71.5%. Run at temperature 125 celsius. Reagents/catalysts: C=1C=CC(=CC1)[P](C=2C=CC=CC2)(C=3C=CC=CC3)[Pd]([P](C=4C=CC=CC4)(C=5C=CC=CC5)C=6C=CC=CC6)([P](C=7C=CC=CC7)(C=8C=CC=CC8)C=9C=CC=CC9)[P](C=1C=CC=CC1)(C=1C=CC=CC1)C=1C=CC=CC1 (tetrakis(triphenylphosphine)palladium(0)). Solvent: C1(=CC=CC=C1)C (toluene). Procedure details: A mixture of ethyl 7-(4-(3-bromo-4-fluorophenylcarbamoyl)phenoxy)-6-chlorochroman-4-carboxylate (54.8 mg, 0.0998 mmol), 4-chlorophenylboronic acid (20.299 mg, 0.129 mmol), Na2CO3 (31.75 mg, 0.299 mmol), tetrakis(triphenylphosphine)palladium(0) (5.769 mg, 0.0049 mmol), water (0.1 ml), and toluene (1 ml) in a vial was purged with Argon for few minutes and heated for 17 hours at 125° C. The crude mixture was purified on silica gel (EtOAc in hexanes gradient) to provide 41.4 mg of the title compound... Starting materials: BrC=1C=C(C=CC1F)NC(=O)C1=CC=C(OC2=C(C=C3C(CCOC3=C2)C(=O)OCC)Cl)C=C1 (ethyl 7-(4-(3-bromo-4-fluorophenylcarbamoyl)phenoxy)-6-chlorochroman-4-carboxylate), ClC1=CC=C(C=C1)B(O)O (4-chlorophenylboronic acid), C(=O)([O-])[O-].[Na+].[Na+] (Na2CO3), O (water). RXN SMILES: Br[C:2]1[CH:3]=[C:4]([NH:9][C:10]([C:12]2[CH:34]=[CH:33][C:15]([O:16][C:17]3[CH:26]=[C:25]4[C:20]([CH:21]([C:27]([O:29][CH2:30][CH3:31])=[O:28])[CH2:22][CH2:23][O:24]4)=[CH:19][C:18]=3[Cl:32])=[CH:14][CH:13]=2)=[O:11])[CH:5]=[CH:6][C:7]=1[F:8].[Cl:35][C:36]1[CH:41]=[CH:40][C:39](B(O)O)=[CH:38][CH:37]=1.C([O-])([O-])=O.[Na+].[Na+].O>C1C=CC([P]([Pd]([P](C2C=CC=CC=2)(C2C=CC=CC=2)C2C=CC=CC=2)([P](C2C=CC=CC=2)(C2C=CC=CC=2)C2C=CC=CC=2)[P](C2C=CC=CC=2)(C2C=CC=CC=2)C2C=CC=CC=2)(C2C=CC=CC=2)C2C=CC=CC=2)=CC=1.C1(C)C=CC=CC=1>[Cl:32][C:18]1[CH:19]=[C:20]2[C:25](=[CH:26][C:17]=1[O:16][C:15]1[CH:33]=[CH:34][C:12]([C:10](=[O:11])[NH:9][C:4]3[CH:3]=[C:2]([C:39]4[CH:40]=[CH:41][C:36]([Cl:35])=[CH:37][CH:38]=4)[C:7]([F:8])=[CH:6][CH:5]=3)=[CH:13][CH:14]=1)[O:24][CH2:23][CH2:22][CH:21]2[C:27]([O:29][CH2:30][CH3:31])=[O:28] |f:2.3.4,^1:55,57,76,95|. Starting materials: O (Water), C(C)(C)(C)C1=NN(C(=C1)NC(OCC(Cl)(Cl)Cl)=O)C (2,2,2-trichloroethyl (3-tert-butyl-1-methyl-1H-pyrazol-5-yl)carbamate), C1(=CC=CC=C1)C1=NSC(=N1)N1CCNCC1 (1-(3-phenyl-1,2,4-thiadiazol-5-yl)piperazine), C(C)(C)N(CC)C(C)C (diisopropylethylamine). Run in CS(=O)C (dimethylsulfoxide). Conditions: temperature 70 celsius, time 15 hour. Product: C(C)(C)(C)C1=NN(C(=C1)NC(=O)N1CCN(CC1)C1=NC(=NS1)C1=CC=CC=C1)C (N-(3-tert-Butyl-1-methyl-1H-pyrazol-5-yl)-4-(3-phenyl-1,2,4-thiadiazol-5-yl)piperazine-1-carboxamide). The yield is 74.7%. Reaction SMILES: [C:1]([C:5]1[CH:9]=[C:8]([NH:10][C:11](=[O:18])OCC(Cl)(Cl)Cl)[N:7]([CH3:19])[N:6]=1)([CH3:4])([CH3:3])[CH3:2].[C:20]1([C:26]2[N:30]=[C:29]([N:31]3[CH2:36][CH2:35][NH:34][CH2:33][CH2:32]3)[S:28][N:27]=2)[CH:25]=[CH:24][CH:23]=[CH:22][CH:21]=1.C(N(C(C)C)CC)(C)C.O>CS(C)=O>[C:1]([C:5]1[CH:9]=[C:8]([NH:10][C:11]([N:34]2[CH2:35][CH2:36][N:31]([C:29]3[S:28][N:27]=[C:26]([C:20]4[CH:25]=[CH:24][CH:23]=[CH:22][CH:21]=4)[N:30]=3)[CH2:32][CH2:33]2)=[O:18])[N:7]([CH3:19])[N:6]=1)([CH3:2])([CH3:3])[CH3:4]. Reported procedure: A mixture of 2,2,2-trichloroethyl (3-tert-butyl-1-methyl-1H-pyrazol-5-yl)carbamate (294 mg, 0.895 mmol), 1-(3-phenyl-1,2,4-thiadiazol-5-yl)piperazine (200 mg, 0.812 mmol) and diisopropylethylamine (0.156 ml, 0.895 mmol) in dimethylsulfoxide (2.7 ml) was stirred at 70° C. for 15 hours. Water was poured into the reaction solution, and the mixture was extracted with ethyl acetate. The extract was washed with water and dried over anhydrous magnesium sulfate, and the solvent was distilled off under r... The reactants are CCO, CNC(=N[N+](=O)[O-])SC, NCc1ccc(Cl)nc1. Product: CNC(=N[N+](=O)[O-])NCc1ccc(Cl)nc1. As a reaction SMILES: [CH3:19][CH2:20][OH:21].[CH3:1][NH:2][C:3]([S:4][CH3:5])=[N:6][N+:7](=[O:8])[O-:9].[NH2:10][CH2:11][c:12]1[cH:13][cH:14][c:15]([Cl:18])[n:16][cH:17]1>>[CH3:1][NH:2][C:3](=[N:6][N+:7](=[O:8])[O-:9])[NH:10][CH2:11][c:12]1[cH:13][cH:14][c:15]([Cl:18])[n:16][cH:17]1. Starting materials: COc1cccc(-c2ccccc2C(=O)O)c1, Cc1nc2sccn2c1C(=O)NCC1NCC2CCCC21. Yields the product COc1cccc(-c2ccccc2C(=O)N2CC3CCCC3C2CNC(=O)c2c(C)nc3sccn23)c1. As a reaction SMILES: [CH3:22][O:23][c:24]1[cH:25][c:26](-[c:30]2[c:31]([C:36](=[O:37])[OH:38])[cH:32][cH:33][cH:34][cH:35]2)[cH:27][cH:28][cH:29]1.[CH:1]12[CH:2]([CH2:9][NH:10][C:11](=[O:12])[c:13]3[c:14]([CH3:21])[n:15][c:16]4[s:17][cH:18][cH:19][n:20]34)[NH:3][CH2:4][CH:5]1[CH2:6][CH2:7][CH2:8]2>>[CH:1]12[CH:2]([CH2:9][NH:10][C:11](=[O:12])[c:13]3[c:14]([CH3:21])[n:15][c:16]4[s:17][cH:18][cH:19][n:20]34)[N:3]([C:36]([c:31]3[c:30](-[c:26]4[cH:25][c:24]([O:23][CH3:22])[cH:29][cH:28][cH:27]4)[cH:35][cH:34][cH:33][cH:32]3)=[O:37])[CH2:4][CH:5]1[CH2:6][CH2:7][CH2:8]2. Starting materials: CCCC[N+](CCCC)(CCCC)CCCC, COCCOC, COCCOc1cc2ncnc(Nc3cccc(C#CC(C)(C)O)c3)c2cc1OCCOC, CC(C)O, CC#N, Cc1ccccc1, CCOCC, ClC(Cl)Cl, ClCCl, Cl, [F-], C1CCOC1. Yields the product COCCOc1cc2ncnc(Cl)c2cc1OCCOC, CC(C)(O)C#Cc1cccc(N)c1. RXN SMILES: [CH2:2]([N+:3]([CH2:4][CH2:5][CH2:6][CH3:7])([CH2:8][CH2:9][CH2:10][CH3:11])[CH2:12][CH2:13][CH2:14][CH3:15])[CH2:16][CH2:17][CH3:18].[CH2:79]([CH2:80][O:81][CH3:82])[O:83][CH3:84].[CH3:25][O:26][CH2:27][CH2:28][O:29][c:30]1[cH:31][c:32]2[c:33]([NH:45][c:46]3[cH:47][c:48]([C:52]#[C:53][C:54]([CH3:55])([OH:56])[CH3:57])[cH:49][cH:50][cH:51]3)[n:34][cH:35][n:36][c:37]2[cH:38][c:39]1[O:40][CH2:41][CH2:42][O:43][CH3:44].[CH3:58][CH:59]([OH:60])[CH3:61].[CH3:62][C:63]#[N:64].[CH3:72][c:73]1[cH:74][cH:75][cH:76][cH:77][cH:78]1.[CH3:85][CH2:86][O:87][CH2:88][CH3:89].[CH:65]([Cl:66])([Cl:67])[Cl:68].[Cl:69][CH2:70][Cl:71].[ClH:24].[F-:1].[O:19]1[CH2:20][CH2:21][CH2:22][CH2:23]1>>[Cl:24][c:33]1[c:32]2[cH:31][c:30]([O:29][CH2:28][CH2:27][O:26][CH3:25])[c:39]([O:40][CH2:41][CH2:42][O:43][CH3:44])[cH:38][c:37]2[n:36][cH:35][n:34]1.[NH2:45][c:46]1[cH:47][c:48]([C:52]#[C:53][C:54]([CH3:55])([OH:56])[CH3:57])[cH:49][cH:50][cH:51]1.